This data is from the Open Reaction Database (ORD), a public repository of structured organic reaction records. The task is: describe an organic reaction: reactants, conditions, products, and yield Reactants: CCCCCCSC(F)=CCOC(C)=O, O=C([O-])[O-], ClCCl, O=C(OO)c1cccc(Cl)c1, [Na+], [Na+]. The product is CCCCCCS(=O)C(F)=CCOC(C)=O. RXN SMILES: [C:1]([CH3:2])(=[O:3])[O:4][CH2:5][CH:6]=[C:7]([S:8][CH2:9][CH2:10][CH2:11][CH2:12][CH2:13][CH3:14])[F:15].[C:27](=[O:28])([O-:29])[O-:30].[CH2:33]([Cl:34])[Cl:35].[Cl:16][c:17]1[cH:18][cH:19][cH:20][c:21]([C:22]([O:23][OH:25])=[O:24])[cH:26]1.[Na+:31].[Na+:32]>>[C:1]([CH3:2])(=[O:3])[O:4][CH2:5][CH:6]=[C:7]([S:8]([CH2:9][CH2:10][CH2:11][CH2:12][CH2:13][CH3:14])=[O:24])[F:15]. The reactants are C(C1=CC=CC=C1)(C1=CC=CC=C1)(C1=CC=CC=C1)NC=1SC=C(N1)C(C(=O)O)=NOC(F)F (2-(2-tritylaminothiazol-4-yl)-2-difluoromethoxyiminoacetic acid), C(C)(C)N(CC)C(C)C (diisopropylethylamine), S(=O)(=O)(C)Cl (mesyl chloride), N[C@H]1[C@@H]2N(C(=C(CS2)CCl)C(=O)OC(C2=CC=CC=C2)C2=CC=CC=C2)C1=O (benzhydryl 7β-amino-3-chloromethyl-3-cephem-4-carboxylate), C[Si](NC(C)=O)(C)C (N-trimethylsilylacetamide). Run in O (water), CN(C=O)C (N,N-dimethylformamide), C(Cl)Cl (methylene chloride). Run at temperature -30 celsius, time 30 minute. Product: C(C1=CC=CC=C1)(C1=CC=CC=C1)(C1=CC=CC=C1)NC=1SC=C(N1)C(C(=O)N[C@H]1[C@@H]2N(C(=C(CS2)CCl)C(=O)OC(C2=CC=CC=C2)C2=CC=CC=C2)C1=O)=NOC(F)F (benzhydryl 7β-[2-(2-tritylaminothiazol-4-yl)-2-difluoromethoxyiminoacetamido]-3-chloromethyl-3-cephem-4-carboxylate). The yield is 105.8%. RXN SMILES: [C:1]([NH:20][C:21]1[S:22][CH:23]=[C:24]([C:26](=[N:30][O:31][CH:32]([F:34])[F:33])[C:27](O)=[O:28])[N:25]=1)([C:14]1[CH:19]=[CH:18][CH:17]=[CH:16][CH:15]=1)([C:8]1[CH:13]=[CH:12][CH:11]=[CH:10][CH:9]=1)[C:2]1[CH:7]=[CH:6][CH:5]=[CH:4][CH:3]=1.C(N(C(C)C)CC)(C)C.S(Cl)(C)(=O)=O.[NH2:49][C@@H:50]1[C:75](=[O:76])[N:52]2[C:53]([C:59]([O:61][CH:62]([C:69]3[CH:74]=[CH:73][CH:72]=[CH:71][CH:70]=3)[C:63]3[CH:68]=[CH:67][CH:66]=[CH:65][CH:64]=3)=[O:60])=[C:54]([CH2:57][Cl:58])[CH2:55][S:56][C@H:51]12.C[Si](C)(C)NC(=O)C>CN(C)C=O.C(Cl)Cl.O>[C:1]([NH:20][C:21]1[S:22][CH:23]=[C:24]([C:26](=[N:30][O:31][CH:32]([F:33])[F:34])[C:27]([NH:49][C@@H:50]2[C:75](=[O:76])[N:52]3[C:53]([C:59]([O:61][CH:62]([C:63]4[CH:68]=[CH:67][CH:66]=[CH:65][CH:64]=4)[C:69]4[CH:70]=[CH:71][CH:72]=[CH:73][CH:74]=4)=[O:60])=[C:54]([CH2:57][Cl:58])[CH2:55][S:56][C@H:51]23)=[O:28])[N:25]=1)([C:14]1[CH:19]=[CH:18][CH:17]=[CH:16][CH:15]=1)([C:8]1[CH:13]=[CH:12][CH:11]=[CH:10][CH:9]=1)[C:2]1[CH:7]=[CH:6][CH:5]=[CH:4][CH:3]=1. Procedure details: A mixture of 2-(2-tritylaminothiazol-4-yl)-2-difluoromethoxyiminoacetic acid (syn isomer) (2.4 g) and diisopropylethylamine (1.29 g) in N,N-dimethylformamide (35 ml) was cooled to -30° C. and mesyl chloride (1.15 g) was added dropwise thereto. The mixture was stirred at -20° to -30° C. for 30 minutes to give an activated acid solution. On the other hand, a mixture of benzhydryl 7β-amino-3-chloromethyl-3-cephem-4-carboxylate (2.18 g) and N-trimethylsilylacetamide (5.25 g) in methylene chloride (2... The reactants are BrCc1ccccc1, COc1ccc(CN2C(=O)NC3(Cc4ccc([N+](=O)[O-])cc4C3)C2=O)cc1, [H-], [Na+], CN(C)C=O. Yields the product COc1ccc(CN2C(=O)N(Cc3ccccc3)C3(Cc4ccc([N+](=O)[O-])cc4C3)C2=O)cc1. RXN SMILES: [Br:30][CH2:31][c:32]1[cH:33][cH:34][cH:35][cH:36][cH:37]1.[CH3:1][O:2][c:3]1[cH:4][cH:5][c:6]([CH2:7][N:8]2[C:9](=[O:25])[NH:10][C:11]3([C:12]2=[O:13])[CH2:14][c:15]2[cH:16][cH:17][c:18]([N+:22](=[O:23])[O-:24])[cH:19][c:20]2[CH2:21]3)[cH:26][cH:27]1.[H-:28].[Na+:29].[O:38]=[CH:39][N:40]([CH3:41])[CH3:42]>>[CH3:1][O:2][c:3]1[cH:4][cH:5][c:6]([CH2:7][N:8]2[C:9](=[O:25])[N:10]([CH2:31][c:32]3[cH:33][cH:34][cH:35][cH:36][cH:37]3)[C:11]3([C:12]2=[O:13])[CH2:14][c:15]2[cH:16][cH:17][c:18]([N+:22](=[O:23])[O-:24])[cH:19][c:20]2[CH2:21]3)[cH:26][cH:27]1. Reactants: CCOc1cc(OCC)c2c(c1)S(=O)(=O)N(CCl)C2=O, [Cs], CN(C)C=O, Oc1cc(C(F)(F)F)nn1-c1ccccc1. Yields the product CCOc1cc(OCC)c2c(c1)S(=O)(=O)N(COc1cc(C(F)(F)F)nn1-c1ccccc1)C2=O. Reaction SMILES: [Cl:18][CH2:19][N:20]1[S:21](=[O:36])(=[O:37])[c:22]2[c:23]([c:26]([O:33][CH2:34][CH3:35])[cH:27][c:28]([O:30][CH2:31][CH3:32])[cH:29]2)[C:24]1=[O:25].[Cs:1].[O:38]=[CH:39][N:40]([CH3:41])[CH3:42].[c:2]1(-[n:8]2[n:9][c:10]([C:14]([F:15])([F:16])[F:17])[cH:11][c:12]2[OH:13])[cH:3][cH:4][cH:5][cH:6][cH:7]1>>[c:2]1(-[n:8]2[n:9][c:10]([C:14]([F:15])([F:16])[F:17])[cH:11][c:12]2[O:13][CH2:19][N:20]2[S:21](=[O:36])(=[O:37])[c:22]3[c:23]([c:26]([O:33][CH2:34][CH3:35])[cH:27][c:28]([O:30][CH2:31][CH3:32])[cH:29]3)[C:24]2=[O:25])[cH:3][cH:4][cH:5][cH:6][cH:7]1. The reactants are COc1ccccc1, COc1ccc(CN(CC2COC(N)=N2)c2cccc(Cl)c2)cc1, ClCCl, O=C(O)C(F)(F)F. Yields the product NC1=NC(CNc2cccc(Cl)c2)CO1. RXN SMILES: [CH3:25][O:26][c:27]1[cH:28][cH:29][cH:30][cH:31][cH:32]1.[Cl:1][c:2]1[cH:3][c:4]([N:8]([CH2:9][c:10]2[cH:11][cH:12][c:13]([O:14][CH3:15])[cH:16][cH:17]2)[CH2:18][CH:19]2[N:20]=[C:21]([NH2:24])[O:22][CH2:23]2)[cH:5][cH:6][cH:7]1.[Cl:40][CH2:41][Cl:42].[OH:33][C:34]([C:35]([F:36])([F:37])[F:38])=[O:39]>>[Cl:1][c:2]1[cH:3][c:4]([NH:8][CH2:18][CH:19]2[N:20]=[C:21]([NH2:24])[O:22][CH2:23]2)[cH:5][cH:6][cH:7]1. Reactants: ClC1=C(C(=CC=C1)Cl)N1C(N(C(C2=C(C=C(C=C12)C(F)(F)F)C1=C(C=C(C=C1)F)Cl)S(=O)(=O)[O-])C)=O (1-(2,6-dichlorophenyl)-3-methyl-5-(2-chloro-4-fluorophenyl)-7-trifluoromethylsulfonato-3,4-dihydro-2(1H)-quinazolinone), ClC1=C(C(=CC=C1)Cl)N1C(NCC2=C(C=C(C=C12)O)C1=C(C=C(C=C1)F)F)=O (1-(2,6-dichlorophenyl)-5-(2,4-difluorophenyl)-7-hydroxy-3,4-dihydro-2(1H)-quinazolinone), ClC1=C(C(=CC=C1)Cl)N1C(N(CC2=C(C=C(C=C12)OC)C1=C(C=C(C=C1)F)Cl)C)=O (1-(2,6-dichlorophenyl)-3-methyl-5-(2-chloro-4-fluorophenyl)-7-methoxy-3,4-dihydro-2(1H)-quinazolinone), ClC1=C(C(=CC=C1)Cl)N1C(N(CC2=C(C=C(C=C12)OC)C1=C(C=C(C=C1)F)Cl)C)=O (1-(2,6-dichlorophenyl)-3-methyl-5-(2-chloro-4-fluorophenyl)-7-methoxy-3,4-dihydro-2(1H)-quinazolinone), ClC1=C(C(=CC=C1)Cl)N1C(N(CC2=C(C=C(C=C12)C(F)(F)F)C1=C(C=C(C=C1)F)F)S(=O)(=O)[O-])=O (1-(2,6-dichlorophenyl)-5-(2,4-difluorophenyl)-7-trifluoromethylsulfonato-3,4-dihydro-2(1H)-quinazolinone). Product: ClC1=C(C(=CC=C1)Cl)N1C(N(CC2=C(C=C(C=C12)C(F)(F)F)C1=C(C=C(C=C1)F)Cl)S(=O)(=O)[O-])=O (1-(2,6-dichlorophenyl)-5-(2chloro-4-fluorophenyl)-7-trifluoromethylsulfonato-3,4-dihydro-2(1H)-quinazolinone), ClC1=C(C(=CC=C1)Cl)N1C(N(C(C2=C(C=C(C=C12)C(F)(F)F)C1=C(C=C(C=C1)F)Cl)S(=O)(=O)[O-])C)=O (1-(2,6-dichlorophenyl)-3-methyl-5-(2-chloro-4-fluorophenyl)-7-trifluoromethylsulfonato-3,4-dihydro-2(1H)-quinazolinone). As a reaction SMILES: [Cl:1][C:2]1[CH:7]=[CH:6][CH:5]=[C:4]([Cl:8])[C:3]=1[N:9]1[C:18]2[C:13](=[C:14]([C:23]3[CH:28]=[CH:27][C:26]([F:29])=[CH:25][C:24]=3[Cl:30])[CH:15]=[C:16]([C:19]([F:22])([F:21])[F:20])[CH:17]=2)[CH:12]([S:31]([O-:34])(=[O:33])=[O:32])[N:11]([CH3:35])[C:10]1=[O:36].ClC1C=CC=C(Cl)C=1N1C2C(=C(C3C=CC(F)=CC=3Cl)C=C(OC)C=2)CN(C)C1=O.ClC1C=CC=C(Cl)C=1N1C2C(=C(C3C=CC(F)=CC=3F)C=C(O)C=2)CNC1=O.ClC1C=CC=C(Cl)C=1N1C2C(=C(C3C=CC(F)=CC=3F)C=C(C(F)(F)F)C=2)CN([S:125]([O-:128])(=[O:127])=[O:126])C1=O>>[Cl:8][C:4]1[CH:5]=[CH:6][CH:7]=[C:2]([Cl:1])[C:3]=1[N:9]1[C:18]2[C:13](=[C:14]([C:23]3[CH:28]=[CH:27][C:26]([F:29])=[CH:25][C:24]=3[Cl:30])[CH:15]=[C:16]([C:19]([F:22])([F:20])[F:21])[CH:17]=2)[CH2:12][N:11]([S:125]([O-:128])(=[O:127])=[O:126])[C:10]1=[O:36].[Cl:8][C:4]1[CH:5]=[CH:6][CH:7]=[C:2]([Cl:1])[C:3]=1[N:9]1[C:18]2[C:13](=[C:14]([C:23]3[CH:28]=[CH:27][C:26]([F:29])=[CH:25][C:24]=3[Cl:30])[CH:15]=[C:16]([C:19]([F:22])([F:21])[F:20])[CH:17]=2)[CH:12]([S:31]([O-:34])(=[O:32])=[O:33])[N:11]([CH3:35])[C:10]1=[O:36]. Procedure details: The title compound was prepared from 1-(2,6-dichlorophenyl)-3-methyl-5-(2-chloro-4-fluorophenyl)-7-trifluoromethylsulfonato-3,4-dihydro-2(1H)-quinazolinone as described in EXAMPLE 41. 1-(2,6-dichlorophenyl)-3-methyl-5-(2-chloro-4-fluorophenyl)-7-trifluoromethylsulfonato-3,4-dihydro-2(1H)-quinazolinone was prepared from 1-(2,6-dichlorophenyl)-3-methyl-5-(2-chloro-4-fluorophenyl)-7-methoxy-3,4-dihydro-2(1H)-quinazolinone (INTERMEDIATE 58) as described in INTERMEDIATE 48 and INTERMEDIATE 60. 1H NMR...